From a dataset of the Open Reaction Database (ORD), a public repository of structured organic reaction records. describe an organic reaction: reactants, conditions, products, and yield Reactants: C1(=CC=CC=C1)P(C1=CC=CC=C1)C1=CC=CC=C1 (Triphenylphosphine), C1CCC2=NCCCN2CC1 (DBU), ClC1=CC(=C(C=C1)C1N(CC1)C(=O)OCC(Cl)(Cl)Cl)CO (2,2,2-trichloroethyl 2-[4-chloro-2-(hydroxymethyl)phenyl]azetidine-1-carboxylate), C=1C=CC(=CC1)P(=O)(C=2C=CC=CC2)N=[N+]=[N-] (DPPA), [OH-].[Na+] (sodium hydroxide). The reagents and catalysts are O (water). The solvent is C1CCOC1 (THF), C1CCOC1 (THF), O (water), CO (methanol). Reaction conditions: time 15 minute. Product: NCC1=C(C=CC(=C1)Cl)C1N(CC1)C(=O)OCC(Cl)(Cl)Cl (2,2,2-trichloroethyl 2-[2-(aminomethyl)-4-chlorophenyl]azetidine-1-carboxylate). The yield is 79.7%. RXN SMILES: C1CCN2C(=[N:5]CCC2)CC1.[Cl:12][C:13]1[CH:18]=[CH:17][C:16]([CH:19]2[CH2:22][CH2:21][N:20]2[C:23]([O:25][CH2:26][C:27]([Cl:30])([Cl:29])[Cl:28])=[O:24])=[C:15]([CH2:31]O)[CH:14]=1.C1C=CC(P(N=[N+]=[N-])(C2C=CC=CC=2)=O)=CC=1.C1(P(C2C=CC=CC=2)C2C=CC=CC=2)C=CC=CC=1.[OH-].[Na+]>C1COCC1.O.CO>[NH2:5][CH2:31][C:15]1[CH:14]=[C:13]([Cl:12])[CH:18]=[CH:17][C:16]=1[CH:19]1[CH2:22][CH2:21][N:20]1[C:23]([O:25][CH2:26][C:27]([Cl:30])([Cl:29])[Cl:28])=[O:24] |f:4.5|. Reported procedure: DBU (0.209 mL, 1.40 mmol) was added to a stirred solution of 2,2,2-trichloroethyl 2-[4-chloro-2-(hydroxymethyl)phenyl]azetidine-1-carboxylate (0.346 g, 0.927 mmol) and DPPA (0.302 mL, 1.40 mmol) in THF (2 mL) at 0° C. After 2 h the reaction was partitioned between ether and water and the organic layer was washed with 1 M sodium hydroxide solution (2 times) and 1 M HCl solution, dried (Na2SO4) and evaporated in vacuo to an oil. Triphenylphosphine (0.262 g, 1.00 mmol) was added to a stirred soluti...